Task: describe an organic reaction: reactants, conditions, products, and yield. Dataset: the Open Reaction Database (ORD), a public repository of structured organic reaction records Reactants: [N+](=O)([O-])C=1C=NN(C1)CC1=CC(=NO1)C=O (5-(4-nitro-pyrazol-1-ylmethyl)-isoxazole-3-carbaldehyde), C[Al](C)C (trimethylaluminum), solution, N#N (N2), [NH4+].[Cl-] (NH4Cl), Cl (HCl). The solvent is C(Cl)Cl (CH2Cl2), CCCCCCC (heptane), C(Cl)Cl (CH2Cl2). Reaction conditions: temperature 0 celsius, time 2 hour. Yields the product [N+](=O)([O-])C=1C=NN(C1)CC1=CC(=NO1)C(C)O (1-[5-(4-Nitro-pyrazol-1-ylmethyl)-isoxazol-3-yl]-ethanol). As a reaction SMILES: N#N.[N+:3]([C:6]1[CH:7]=[N:8][N:9]([CH2:11][C:12]2[O:16][N:15]=[C:14]([CH:17]=[O:18])[CH:13]=2)[CH:10]=1)([O-:5])=[O:4].[CH3:19][Al](C)C.[NH4+].[Cl-].Cl>C(Cl)Cl.CCCCCCC>[N+:3]([C:6]1[CH:7]=[N:8][N:9]([CH2:11][C:12]2[O:16][N:15]=[C:14]([CH:17]([OH:18])[CH3:19])[CH:13]=2)[CH:10]=1)([O-:5])=[O:4] |f:3.4|. Reported procedure: In a flame dried round-bottomed flask equipped with a magnetic stir bar and under inert atmosphere (N2), a solution of 5-(4-nitro-pyrazol-1-ylmethyl)-isoxazole-3-carbaldehyde (666 mg, 3.00 mmol) in CH2Cl2 (22.0 mL) was treated at 0° C. with trimethylaluminum (15 mL of a 1M solution in heptane, 15.00 mmol). The reaction mixture was then stirred at 0° C. for 2 h. CH2Cl2 (100.0 mL) followed by sat. aq. NH4Cl (50 mL) was then added. The mixture was then treated with 1N HCl and the aq. layer was extr... Starting materials: C1=CC=C2C=CC=C3C4=CC=CC=C4C1=C23 (fluoranthene), C1=CC=C2C=CC=C3C4=CC=CC=C4C1=C23 (fluoranthene), OO (hydrogen peroxide), 1-carboxylic acid fluorene, [H][H] (hydrogen), C1=CC=C2C=CC=C3C4=CC=CC=C4C1=C23 (fluoranthene), 1-carboxylic acid fluorenone, 1-carboxylic acid fluorenone. The reagents and catalysts are [C].[Pd] (palladium carbon), [H-].[Al+3].[Li+].[H-].[H-].[H-].[Cl-].[Al+3].[Cl-].[Cl-] (lithium aluminum hydride aluminum chloride). Solvent: C(C)(=O)O (acetic acid). The product is OCC1=CC=CC=2C3=CC=CC=C3CC12 (1-hydroxymethyl fluorene). As a reaction SMILES: [CH:1]1[C:15]2=[C:16]3[C:8]([C:9]4[C:14]2=[CH:13][CH:12]=[CH:11][CH:10]=4)=CC=[CH:5][C:4]3=[CH:3][CH:2]=1.[OH:17]O.[H][H]>C(O)(=O)C.[C].[Pd].[H-].[Al+3].[Li+].[H-].[H-].[H-].[Cl-].[Al+3].[Cl-].[Cl-]>[OH:17][CH2:5][C:4]1[C:16]2[CH2:8][C:9]3[C:14](=[CH:13][CH:12]=[CH:11][CH:10]=3)[C:15]=2[CH:1]=[CH:2][CH:3]=1 |f:4.5,6.7.8.9.10.11.12.13.14.15|. Reported procedure: The process for producing 1-methyl fluorene by the reduction of 1-hydroxymethyl fluorene involves four steps when one uses fluoranthene as the starting material. The first step involves the conversion of the fluoranthene to 1-carboxylic acid fluorenone, preferably by the reaction of the fluoranthene with hydrogen peroxide in acetic acid. The resulting 1-carboxylic acid fluorenone is then reduced with hydrogen using a palladium carbon catalyst in the same manner as previously described. The resul... Reactants: FC(C(=O)O)(F)F.CNCC=1C=C(C=CC1)C1=CC=C(C=C1)CC1C(NC(S1)=O)=O (5-(3′-methylaminomethylbiphenyl-4-ylmethyl)thiazolidine-2,4-dione trifluoroacetate), COC1=CC=C(C(=O)Cl)C=C1 (4-methoxybenzoyl chloride). Product: O=C1SC(C(N1)=O)CC1=CC=C(C=C1)C1=CC(=CC=C1)CN(C(C1=CC=C(C=C1)OC)=O)C (N-[4′-(2,4-Dioxothiazolidin-5-ylmethyl)biphenyl-3-ylmethyl]-4-methoxy-N-methylbenzamide). RXN SMILES: FC(F)(F)C(O)=O.[CH3:8][NH:9][CH2:10][C:11]1[CH:12]=[C:13]([C:17]2[CH:22]=[CH:21][C:20]([CH2:23][CH:24]3[S:28][C:27](=[O:29])[NH:26][C:25]3=[O:30])=[CH:19][CH:18]=2)[CH:14]=[CH:15][CH:16]=1.[CH3:31][O:32][C:33]1[CH:41]=[CH:40][C:36]([C:37](Cl)=[O:38])=[CH:35][CH:34]=1>>[O:29]=[C:27]1[NH:26][C:25](=[O:30])[CH:24]([CH2:23][C:20]2[CH:19]=[CH:18][C:17]([C:13]3[CH:14]=[CH:15][CH:16]=[C:11]([CH2:10][N:9]([CH3:8])[C:37](=[O:38])[C:36]4[CH:40]=[CH:41][C:33]([O:32][CH3:31])=[CH:34][CH:35]=4)[CH:12]=3)=[CH:22][CH:21]=2)[S:28]1 |f:0.1|. Procedure: In a manner similar to that of Example 37(e), by reacting 500 mg (1.1 mmol) of 5-(3′-methylaminomethylbiphenyl-4-ylmethyl)thiazolidine-2,4-dione trifluoroacetate with 170 μl (1.25 mmol) of 4-methoxybenzoyl chloride, and after purification, 300 mg (50%) of N-[4′-(2,4-dioxothiazolidin-5-ylmethyl)-biphenyl-3-ylmethyl]-4-methoxy-N-methylbenzamide are obtained in the form of a white solid with a melting point of 170° C. Starting materials: Cl.N12CC3[C@H](C(CC(C1)C3)C2)N ((4r)-1-azatricyclo[3.3.1.13,7]dec-4-ylamine hydrochloride), S1C2=C(C=C1C(=O)O)SC=C2 (thieno[3,2-b]thiophene-2-carboxylic acid), N (NH3). The product is Cl.N12CC3[C@H](C(CC(C1)C3)C2)NC(=O)C2=CC3=C(S2)C=CS3 (Thieno[3,2-b]thiophene-2-carboxylic acid(4r)-(1-azatricyclo[3.3.1.13,7]dec-4-yl)-amide hydrochloride). Reaction SMILES: [ClH:1].[N:2]12[CH2:11][CH:6]3[CH2:7][CH:8]([CH2:10][CH:4]([C@H:5]3[NH2:12])[CH2:3]1)[CH2:9]2.[S:13]1[C:17]([C:18](O)=[O:19])=[CH:16][C:15]2[S:21][CH:22]=[CH:23][C:14]1=2.N>>[ClH:1].[N:2]12[CH2:11][CH:6]3[CH2:7][CH:8]([CH2:10][CH:4]([C@H:5]3[NH:12][C:18]([C:17]3[S:13][C:14]4[CH:23]=[CH:22][S:21][C:15]=4[CH:16]=3)=[O:19])[CH2:3]1)[CH2:9]2 |f:0.1,4.5|. Procedure: Prepared from (4r)-1-azatricyclo[3.3.1.13,7]dec-4-ylamine hydrochloride and thieno[3,2-b]thiophene-2-carboxylic acid according to methods A and C. 1H NMR (300 MHz, methanol-d4) δ ppm 2.08-2.34 (m, 5H), 2.51 (s, 2H), 3.42-3.64 (m, 4H), 3.88 (d, J=12.5 Hz, 2H), 4.33 (s, 1H), 7.37 (d, J=5.1 Hz, 1H), 7.71 (d, J=5.1 Hz, 1H), 8.12 (s, 1H). MS (DCI/NH3) m/z 319.